Task: describe an organic reaction: reactants, conditions, products, and yield. Dataset: the Open Reaction Database (ORD), a public repository of structured organic reaction records Reactants: CC1=C(C(=C(C(=O)OC)C(=C1F)F)F)F (Methyl 4-methyl-2,3,5,6-tetrafluorobenzoate), C[O-].[Na+] (sodium methoxide), [Na] (sodium). Solvent: CO (methanol). The product is COC1=C(C(=O)OC)C(=C(C(=C1F)C)F)F (methyl 2-methoxy-4-methyl-3,5,6-trifluorobenzoate). As a reaction SMILES: [CH3:1][C:2]1[C:11]([F:12])=[C:10](F)[C:5]([C:6]([O:8][CH3:9])=[O:7])=[C:4]([F:14])[C:3]=1[F:15].[CH3:16][O-:17].[Na+].[Na]>CO>[CH3:16][O:17][C:10]1[C:11]([F:12])=[C:2]([CH3:1])[C:3]([F:15])=[C:4]([F:14])[C:5]=1[C:6]([O:8][CH3:9])=[O:7] |f:1.2,^1:18|. Procedure: Methyl 4-methyl-2,3,5,6-tetrafluorobenzoate (1.0 g) was added to a solution of sodium methoxide obtained by dissolving sodium metal (0.15 g) in dry methanol (15 cm3) and the mixture heated at the reflux temperature for 2 hours until the reaction was complete. The product was purified by h.p.l.c. (Gilson) using a silica column and as eluent a mixture of petroleum ether (boiling range 40°-60° C., 1800 cm3) and diethyl ether (200 cm3), to obtain methyl 2-methoxy-4-methyl-3,5,6-trifluorobenzoate (0.... Reactants: C(C1=CC=CC=C1)OC1=C(C=CC=C1)O (2-benzyloxyphenol), BrCCCC(=O)OCC (ethyl 4-bromobutyrate), C([O-])([O-])=O.[K+].[K+] (potassium carbonate), [N+](=O)([O-])C1=C(C=CC=C1)O (2-nitrophenol), C1(=CC=CC=C1)O (phenol). The solvent is CC(=O)C (acetone). The product is [N+](=O)([O-])C1=C(OCCCC(=O)OCC)C=CC=C1 (Ethyl 4-(2-nitrophenoxy)butyrate). Isolated yield 96.0%. Reaction SMILES: [N+:1]([C:4]1[CH:9]=[CH:8][CH:7]=[CH:6][C:5]=1[OH:10])([O-:3])=[O:2].C(OC1C=CC=CC=1O)C1C=CC=CC=1.Br[CH2:27][CH2:28][CH2:29][C:30]([O:32][CH2:33][CH3:34])=[O:31].C(=O)([O-])[O-].[K+].[K+].C1(O)C=CC=CC=1>CC(C)=O>[N+:1]([C:4]1[CH:9]=[CH:8][CH:7]=[CH:6][C:5]=1[O:10][CH2:27][CH2:28][CH2:29][C:30]([O:32][CH2:33][CH3:34])=[O:31])([O-:3])=[O:2] |f:3.4.5|. Procedure details: To a stirred solution of 2-nitrophenol. (1) (1.4 g, 10 mM) and ethyl 4-bromobutyrate (2.1 g, 1.57 mL, 11 mM) in 35 mL of dry acetone is added 2 g (14.5 mM) of anhydrous, ground potassium carbonate. The resultant colored mixture is then heated under a nitrogen atmosphere at gentle reflux until the color due to the phenol anion has dissipated and a yellow mixture remains. Concentration of the cooled and filtered mixture yields an oil which on flash chromatography (silica gel, ethyl acetate/hexane-... The reactants are FC1(CC(=CC=C1)C=1C=C(C(NN1)=O)C(=O)OC)OC (6-(3-fluoro-3-methoxyphenyl)-4-methoxycarbonyl-2H-pyridazin-3-one), CS(=O)(=O)OCCCC1=C(C=CC=C1)Cl (3-(2-chlorophenyl)-1-propanol methanesulfonate). Product: C(=O)(O)C=1C(N(N=C(C1)C=1CC(C=CC1)(OC)F)CCCC1=C(C=CC=C1)Cl)=O (4-carboxy-2-[3-(2-chlorophenyl)propyl]-6-(3-fluoro-3-methoxyphenyl)-2H-pyridazin-3-one). Yield: 56.0%. As a reaction SMILES: [F:1][C:2]1([O:19][CH3:20])[CH:7]=[CH:6][CH:5]=[C:4]([C:8]2[CH:9]=[C:10]([C:15]([O:17]C)=[O:16])[C:11](=[O:14])[NH:12][N:13]=2)[CH2:3]1.CS(O[CH2:26][CH2:27][CH2:28][C:29]1[CH:34]=[CH:33][CH:32]=[CH:31][C:30]=1[Cl:35])(=O)=O>>[C:15]([C:10]1[C:11](=[O:14])[N:12]([CH2:26][CH2:27][CH2:28][C:29]2[CH:34]=[CH:33][CH:32]=[CH:31][C:30]=2[Cl:35])[N:13]=[C:8]([C:4]2[CH2:3][C:2]([F:1])([O:19][CH3:20])[CH:7]=[CH:6][CH:5]=2)[CH:9]=1)([OH:17])=[O:16]. Procedure details: Following the procedure of Example 1(6), 6-(3-fluoro-3-methoxyphenyl)-4-methoxycarbonyl-2H-pyridazin-3-one and 3-(2-chlorophenyl)-1-propanol methanesulfonate were reacted. Without purification, the reaction product was reacted further following the procedure of Example 1(7) to yield the title compound as a pale yellow solid (yield: 56.0%). Reaction SMILES: [O:1]=[C:2]1[N:6]([C@@H:7]2[CH2:12][CH2:11][N:10]([C:13]([O:15][C:16]([CH3:19])([CH3:18])[CH3:17])=[O:14])[CH2:9][C@H:8]2[OH:20])[C:5](=[O:21])[CH2:4][S:3]1.[Cl:22][C:23]1[CH:40]=[CH:39][C:26]([CH2:27][N:28]2[C:36]3[C:31](=[CH:32][C:33]([CH:37]=O)=[CH:34][CH:35]=3)[CH:30]=[N:29]2)=[C:25]([C:41]([F:44])([F:43])[F:42])[CH:24]=1>>[C:16]([O:15][C:13]([N:10]1[CH2:11][CH2:12][CH:7]([N:6]2[C:5](=[O:21])/[C:4](=[CH:37]/[C:33]3[CH:32]=[C:31]4[C:36](=[CH:35][CH:34]=3)[N:28]([CH2:27][C:26]3[CH:39]=[CH:40][C:23]([Cl:22])=[CH:24][C:25]=3[C:41]([F:44])([F:42])[F:43])[N:29]=[CH:30]4)/[S:3][C:2]2=[O:1])[CH:8]([OH:20])[CH2:9]1)=[O:14])([CH3:17])([CH3:18])[CH3:19]. Yields the product C(C)(C)(C)OC(=O)N1CC(C(CC1)N1C(S\C(\C1=O)=C/C=1C=C2C=NN(C2=CC1)CC1=C(C=C(C=C1)Cl)C(F)(F)F)=O)O ((5Z)-4-{5-[1-(4-chloro-2-trifluoromethylbenzyl)-1H-indazol-5-ylmethylene]-2,4-dioxothiazolidin-3-yl}-3-hydroxypiperidine-1-carboxylic acid tert-butyl ester). Starting materials: O=C1SCC(N1[C@H]1[C@@H](CN(CC1)C(=O)OC(C)(C)C)O)=O (1,1-dimethylethyl trans-4-(2,4-dioxo-1,3-thiazolidin-3-yl)-3-hydroxypiperidine-1-carboxylate), ClC1=CC(=C(CN2N=CC3=CC(=CC=C23)C=O)C=C1)C(F)(F)F ([4-chloro-2-(trifluoromethyl)benzyl]-1H-indazol-5-carbaldehyde). Procedure details: (5Z)-4-{5-[1-(4-chloro-2-trifluoromethylbenzyl)-1H-indazol-5-ylmethylene]-2,4-dioxothiazolidin-3-yl}-3-hydroxypiperidine-1-carboxylic acid tert-butyl ester was prepared from 1,1-dimethylethyl trans-4-(2,4-dioxo-1,3-thiazolidin-3-yl)-3-hydroxypiperidine-1-carboxylate (from Example 270) and [4-chloro-2-(trifluoromethyl)benzyl]-1H-indazol-5-carbaldehyde (from Example 1) following General Procedure F1. Reactants: C(C)C1(OC2=CC(=CC=C2C(C1)=O)O)C (2-Ethyl-7-hydroxy-2-methyl-4-chromanone), C1(O)=CC(O)=CC=C1 (resorcinol), 3-methyl-2-pentanoic acid, B(F)(F)F.CCOCC (boron trifluoride diethyl etherate), C=1C=CC2=C(C1)C(=O)CCO2 (chromanone), FC(C=1C=C(C=CC1)[Mg]Br)(F)F (3-trifluoromethylphenyl magnesium bromide). The product is C(C)C1(OC2=CC(=CC=C2C(=C1)C1=CC(=CC=C1)C(F)(F)F)O)C (2-Ethyl-4-(3-trifluoromethylphenyl)-7-hydroxy-2-methyl-2H-chromene). RXN SMILES: [CH2:1]([C:3]1([CH3:15])[CH2:12][C:11](=O)[C:10]2[C:5](=[CH:6][C:7]([OH:14])=[CH:8][CH:9]=2)[O:4]1)[CH3:2].C1(C=CC=C(O)C=1)O.B(F)(F)F.CCOCC.C1C=CC2OCCC(=O)C=2C=1.[F:44][C:45]([F:55])([F:54])[C:46]1[CH:47]=[C:48]([Mg]Br)[CH:49]=[CH:50][CH:51]=1>>[CH2:1]([C:3]1([CH3:15])[CH:12]=[C:11]([C:50]2[CH:49]=[CH:48][CH:47]=[C:46]([C:45]([F:55])([F:54])[F:44])[CH:51]=2)[C:10]2[C:5](=[CH:6][C:7]([OH:14])=[CH:8][CH:9]=2)[O:4]1)[CH3:2] |f:2.3|. Procedure: 2-Ethyl-7-hydroxy-2-methyl-4-chromanone, m.p. 109°-110.5° C., was prepared by condensing resorcinol with 3-methyl-2-pentanoic acid in the presence of boron trifluoride diethyl etherate. Reaction of the chromanone with 3-trifluoromethylphenyl magnesium bromide as described in Preparation 5 gave the title chromene as a golden yellow oil. Reactants: C(C1=CC=CC=C1)#N (benzonitrile), Cl.NO (hydroxylamine hydrochloride), C(C)O (ethanol). The reagents and catalysts are C([O-])([O-])=O.[K+].[K+] (potassium carbonate). Run in O (water). Reaction conditions: temperature 80 celsius, time 2 hour. Product: ClCC1=NC(=NO1)C1=CC=CC=C1 (5-(chloromethyl)-3-phenyl-1,2,4-oxadiazole). Yield: 51.0%. Reaction SMILES: [C:1](#[N:8])[C:2]1[CH:7]=[CH:6][CH:5]=[CH:4][CH:3]=1.[ClH:9].[NH2:10]O.[CH2:12]([OH:14])[CH3:13]>C(=O)([O-])[O-].[K+].[K+].O>[Cl:9][CH2:13][C:12]1[O:14][N:10]=[C:1]([C:2]2[CH:7]=[CH:6][CH:5]=[CH:4][CH:3]=2)[N:8]=1 |f:1.2,4.5.6|. Procedure details: A mixture of benzonitrile (26.2 g), hydroxylamine hydrochloride (17.7 g), potassium carbonate (17.6 g) and 70% ethanol (250 ml) was stirred at 80° C. for 2 hours. The reaction mixture was cooled to room temperature, water was added to the reaction mixture and extracted with ethyl acetate. The ethyl acetate layer was washed with an aqueous saturated solution of sodium chloride, dried (MgSO4) and concentrated. The residue was dissolve in acetone (250 ml) and potassium carbonate (19.0 g) was added....